From a dataset of the Open Reaction Database (ORD), a public repository of structured organic reaction records. describe an organic reaction: reactants, conditions, products, and yield Yields the product CCOC(=O)COc1ccc(C2=NNC(=O)CC2)cc1Cl. RXN SMILES: [Br:18][CH2:19][C:20](=[O:21])[O:22][CH2:23][CH3:24].[CH3:25][N:26]([CH3:27])[CH:28]=[O:29].[Cl:1][c:2]1[cH:3][c:4]([C:9]2=[N:14][NH:13][C:12](=[O:15])[CH2:11][CH2:10]2)[cH:5][cH:6][c:7]1[OH:8].[H-:16].[Na+:17]>>[Cl:1][c:2]1[cH:3][c:4]([C:9]2=[N:14][NH:13][C:12](=[O:15])[CH2:11][CH2:10]2)[cH:5][cH:6][c:7]1[O:8][CH2:19][C:20](=[O:21])[O:22][CH2:23][CH3:24]. Starting materials: CCOC(=O)CBr, CN(C)C=O, O=C1CCC(c2ccc(O)c(Cl)c2)=NN1, [H-], [Na+]. The reactants are C1=C(C=CC2=C1CCCCC2)/C(=C/C2=CC=C(C(=O)OCC)C=C2)/C (ethyl p-[(E)-2-(6,7,8,9-tetrahydro-5H-benzocyclohepten -2-yl)propenyl]benzoate), [OH-].[Na+] (sodium hydroxide). Run in O (water), C(C)O (ethanol). Reaction conditions: time 48 hour. Product: C1=C(C=CC2=C1CCCCC2)/C(=C/C2=CC=C(C(=O)O)C=C2)/C (p-[(E)-2-(6,7,8,9-tetrahydro-5H-benzocyclohepten-2-yl)propenyl]benzoic acid). Yield: 72.8%. As a reaction SMILES: [CH:1]1[C:6]2[CH2:7][CH2:8][CH2:9][CH2:10][CH2:11][C:5]=2[CH:4]=[CH:3][C:2]=1/[C:12](/[CH3:25])=[CH:13]/[C:14]1[CH:24]=[CH:23][C:17]([C:18]([O:20]CC)=[O:19])=[CH:16][CH:15]=1.[OH-].[Na+]>C(O)C.O>[CH:1]1[C:6]2[CH2:7][CH2:8][CH2:9][CH2:10][CH2:11][C:5]=2[CH:4]=[CH:3][C:2]=1/[C:12](/[CH3:25])=[CH:13]/[C:14]1[CH:15]=[CH:16][C:17]([C:18]([OH:20])=[O:19])=[CH:23][CH:24]=1 |f:1.2|. Procedure details: 300 mg of ethyl p-[(E)-2-(6,7,8,9-tetrahydro-5H-benzocyclohepten -2-yl)propenyl]benzoate are treated in 20 ml of ethanol with 2 ml of 2.5M sodium hydroxide solution. The mixture is stirred at room temperature for 48 hours, diluted with water and extracted with diethyl ether. The aqueous phase is acidified, extracted with ether. The ethereal phase is washed with water, dried and evaporated. There are obtained 200 mg of p-[(E)-2-(6,7,8,9-tetrahydro-5H-benzocyclohepten-2-yl)propenyl]benzoic acid of... Starting materials: CC1=NN2C(N=C(C(=C2C)C2=CC=CC=C2)C2=CC=C(C=O)C=C2)=N1 (4-(2,7-dimethyl-6-phenyl[1,2,4]triazolo[1,5-a]pyrimidin-5-yl)benzaldehyde), [BH-](OC(=O)C)(OC(=O)C)OC(=O)C.[Na+] (NaBH(OAc)3), 2-(5-piperidin-4H[1,2,4]triazol-3-yl)-pyridine, N(N)C(=O)C1CCN(CC1)C(=O)OC(C)(C)C (tert-butyl 4-(hydrazinocarbonyl)piperidine-1-carboxylate), N1=C(C=CC=C1)C#N (pyridine-2-carbonitrile), [BH-](OC(=O)C)(OC(=O)C)OC(=O)C.[Na+] (NaBH(OAc)3). Solvent: CN(C)C=O (DMF), C(C)(=O)O (acetic acid), C(C)N(CC)CC (triethylamine), CO (methanol). Product: CC1=NN2C(N=C(C(=C2C)C2=CC=CC=C2)C2=CC=C(C=C2)CN2CCC(CC2)C2=NNC(=N2)C2=NC=CC=C2)=N1 (2,7-Dimethyl-6-phenyl-5-(4-{[4-(5-pyridin-2-yl-1H-1,2,4-triazol-3-yl)piperidin-1-yl]methyl}phenyl)[1,2,4]triazolo[1,5-a]pyrimidine). RXN SMILES: [NH:1]([C:3]([CH:5]1[CH2:10][CH2:9][N:8]([C:11](OC(C)(C)C)=O)[CH2:7][CH2:6]1)=O)[NH2:2].[N:18]1[CH:23]=[CH:22][CH:21]=[CH:20][C:19]=1[C:24]#[N:25].[CH3:26][C:27]1[N:50]=[C:30]2[N:31]=[C:32]([C:42]3[CH:49]=[CH:48][C:45](C=O)=[CH:44][CH:43]=3)[C:33]([C:36]3[CH:41]=[CH:40][CH:39]=[CH:38][CH:37]=3)=[C:34]([CH3:35])[N:29]2[N:28]=1.[BH-](OC(C)=O)(OC(C)=O)OC(C)=O.[Na+]>CO.CN(C=O)C.C(O)(=O)C.C(N(CC)CC)C>[CH3:26][C:27]1[N:50]=[C:30]2[N:31]=[C:32]([C:42]3[CH:49]=[CH:48][C:45]([CH2:11][N:8]4[CH2:7][CH2:6][CH:5]([C:3]5[N:25]=[C:24]([C:19]6[CH:20]=[CH:21][CH:22]=[CH:23][N:18]=6)[NH:2][N:1]=5)[CH2:10][CH2:9]4)=[CH:44][CH:43]=3)[C:33]([C:36]3[CH:41]=[CH:40][CH:39]=[CH:38][CH:37]=3)=[C:34]([CH3:35])[N:29]2[N:28]=1 |f:3.4|. Reported procedure: 0.49 ml triethylamine is added to a solution of 0.55 g 2-(5-piperidin-4H[1,2,4]triazol-3-yl)-pyridine*2HCl (prepared from tert-butyl 4-(hydrazinocarbonyl)piperidine-1-carboxylate and pyridine-2-carbonitrile according to a procedure described in U.S. Pat. No. 4,011,218 or WO2005100344) in 15 ml methanol. To this solution a solution of 0.50 g 4-(2,7-dimethyl-6-phenyl[1,2,4]triazolo[1,5-a]pyrimidin-5-yl)benzaldehyde in 15 ml DMF is added, followed by 0.23 ml glacial acetic acid and 0.64 g NaBH(OAc)... Reactants: C(C)(C)(C)OC(CC(C(=O)O)NC(CSC(C)=O)=O)=O (2-(2-Acetylsulfanyl-acetylamino)-succinic acid 4-tert-butyl ester), Cl (HCl), O1CCOCC1 (dioxane), CN(C(=N)N[N+](=O)[O-])N=O (1-methyl-3-nitro-1-nitrosoguanidine), CN1CCOCC1 (N-methyl-morpholine), C(C(C)C)OC(=O)Cl (isobutylchloroformate), [OH-].[K+] (KOH). Solvent: O1CCCC1 (tetrahydrofuran), C(C)OCC (diethyl ether), C(C)(=O)OCC (ethyl acetate). Reaction conditions: temperature 0 celsius, time 2 hour. Product: [N+](=[N-])=C (diazomethane), C(C)(C)(C)OC(CC(C(CCl)=O)NC(CSC(C)=O)=O)=O (3-(2-Acetylsulfanyl-acetylamino)-5-chloro-4-oxo-pentanoic acid tert-butyl ester). Isolated yield 42.0%. Reaction SMILES: [C:1]([O:5][C:6](=[O:20])[CH2:7][CH:8]([NH:12][C:13](=[O:19])[CH2:14][S:15][C:16](=[O:18])[CH3:17])[C:9]([OH:11])=O)([CH3:4])([CH3:3])[CH3:2].CN1CCOCC1.C(O[C:33]([Cl:35])=O)C(C)C.[CH3:36][N:37]([N:44]=O)C(N[N+]([O-])=O)=N.[OH-].[K+].Cl.O1CCOCC1>O1CCCC1.C(OCC)(=O)C.C(OCC)C>[N+:37](=[CH2:36])=[N-:44].[C:1]([O:5][C:6](=[O:20])[CH2:7][CH:8]([NH:12][C:13](=[O:19])[CH2:14][S:15][C:16](=[O:18])[CH3:17])[C:9](=[O:11])[CH2:33][Cl:35])([CH3:2])([CH3:3])[CH3:4] |f:4.5|. Procedure details: The free acid 24 was dissolved in 10 ml of dry tetrahydrofuran (THF), cooled to 0° C., and treated with 0.58 ml N-methyl-morpholine (5.3 mmol) and 0.69 ml of isobutylchloroformate. Dense white precipitate immediately formed, and after 30 minutes the reaction was filtered through a glass frit and transferred to a new flask with an additional 10 ml of THF. Meanwhile, diazomethane was prepared by reacting 1-methyl-3-nitro-1-nitrosoguanidine (2.3 g, 15.6 mmol) with 7.4 ml of 40% aqueous KOH and 25 m... Reactants: CC(c1ccccc1)N1CCOC(c2ccc(Br)cc2)C1, CC(C)(C)P(c1ccccc1-c1ccccc1)C(C)(C)C, CC(=O)[O-], CC(=O)[O-], CC(C)(C)[O-], Cc1ccccc1, NC1CCCCC1, [Na+], [Pd+2]. The product is CC(c1ccccc1)N1CCOC(c2ccc(NC3CCCCC3)cc2)C1. Reaction SMILES: [Br:1][c:2]1[cH:3][cH:4][c:5]([CH:8]2[O:9][CH2:10][CH2:11][N:12]([CH:14]([CH3:15])[c:16]3[cH:17][cH:18][cH:19][cH:20][cH:21]3)[CH2:13]2)[cH:6][cH:7]1.[C:22]([P:23]([C:24]([CH3:25])([CH3:26])[CH3:27])[c:28]1[cH:29][cH:30][cH:31][cH:32][c:33]1-[c:34]1[cH:35][cH:36][cH:37][cH:38][cH:39]1)([CH3:40])([CH3:41])[CH3:42].[C:63]([O-:64])(=[O:65])[CH3:66].[C:68]([O-:69])(=[O:70])[CH3:71].[CH3:43][C:44]([CH3:45])([O-:46])[CH3:47].[CH3:56][c:57]1[cH:58][cH:59][cH:60][cH:61][cH:62]1.[NH2:49][CH:50]1[CH2:51][CH2:52][CH2:53][CH2:54][CH2:55]1.[Na+:48].[Pd+2:67]>>[c:2]1([NH:49][CH:50]2[CH2:51][CH2:52][CH2:53][CH2:54][CH2:55]2)[cH:3][cH:4][c:5]([CH:8]2[O:9][CH2:10][CH2:11][N:12]([CH:14]([CH3:15])[c:16]3[cH:17][cH:18][cH:19][cH:20][cH:21]3)[CH2:13]2)[cH:6][cH:7]1. Starting materials: COC(C)(C)OC, C[Si](C)(C)Cl, CO, O=C(O)CCC(=O)c1ccc(-c2ccc(OC(F)(F)F)cc2)cc1. Product: COC(=O)CCC(=O)c1ccc(-c2ccc(OC(F)(F)F)cc2)cc1. RXN SMILES: [CH3:25][O:26][C:27]([O:28][CH3:29])([CH3:30])[CH3:31].[CH3:32][Si:33]([Cl:34])([CH3:35])[CH3:36].[CH3:37][OH:38].[O:1]=[C:2]([CH2:3][CH2:4][C:5](=[O:6])[OH:7])[c:8]1[cH:9][cH:10][c:11](-[c:14]2[cH:15][cH:16][c:17]([O:20][C:21]([F:22])([F:23])[F:24])[cH:18][cH:19]2)[cH:12][cH:13]1>>[O:1]=[C:2]([CH2:3][CH2:4][C:5]([O:6][CH3:25])=[O:7])[c:8]1[cH:9][cH:10][c:11](-[c:14]2[cH:15][cH:16][c:17]([O:20][C:21]([F:22])([F:23])[F:24])[cH:18][cH:19]2)[cH:12][cH:13]1.